This data is from the Open Reaction Database (ORD), a public repository of structured organic reaction records. The task is: describe an organic reaction: reactants, conditions, products, and yield The reactants are solution, C(CC(=O)OCC)(=O)OCC (diethyl malonate), Na, BrCC1=CC=2C(C3=CC=CC=C3C(C2C=C1)=O)=O (2-bromomethylanthraquinone), BrCC1=CC=2C(C3=CC=CC=C3C(C2C=C1)=O)=O (2-bromomethylanthraquinone). The solvent is C1CCOC1 (THF), C(C)O (ethanol), C1CCOC1 (THF). Product: CC1=C(C=2C(C3=CC=CC=C3C(C2C=C1)=O)=O)C(C(=O)OCC)C(=O)OCC (Diethyl 2-methylanthraquinonylmalonate). RXN SMILES: [C:1]([O:9][CH2:10][CH3:11])(=[O:8])[CH2:2][C:3]([O:5][CH2:6][CH3:7])=[O:4].Br[CH2:13][C:14]1[CH:27]=[CH:26][C:25]2[C:24](=[O:28])[C:23]3[C:18](=[CH:19][CH:20]=[CH:21][CH:22]=3)[C:17](=[O:29])[C:16]=2[CH:15]=1>C(O)C.C1COCC1>[CH3:13][C:14]1[CH:27]=[CH:26][C:25]2[C:24](=[O:28])[C:23]3[C:18](=[CH:19][CH:20]=[CH:21][CH:22]=3)[C:17](=[O:29])[C:16]=2[C:15]=1[CH:2]([C:3]([O:5][CH2:6][CH3:7])=[O:4])[C:1]([O:9][CH2:10][CH3:11])=[O:8]. Procedure details: Na metal (425 mg, 21.3 mmole) was dissolved in 50 mL of ethanol. To 5 mL of this solution, diethyl malonate (32 mg, 199 μmole) in 5 mL of THF was added, and the mixture was refluxed for 1 hour. 2-bromomethylanthraquinone (Compound 4.1) (50 mg, 166 μmole) in 5 mL of THF was then added to the refluxing reaction mixture. The reaction was refluxed for 8 hours, cooled to room temperature, and then quenched with 5 mL of saturated NH4Cl solution. The mixture was concentrated under vacuum, and redissolv...